From a dataset of the Open Reaction Database (ORD), a public repository of structured organic reaction records. describe an organic reaction: reactants, conditions, products, and yield Starting materials: N1C(CC2=CC=CC=C12)C(=O)O ((RS)-indoline-2-carboxylic acid), C(C)O (ethanol), Cl (hydrochloric acid), [H-].[Al+3].[Li+].[H-].[H-].[H-] (lithium aluminum hydride). Solvent: O1CCCC1 (tetrahydrofuran). Conditions: temperature 60 celsius, time 18 hour. Yields the product OCC1NC2=CC=CC=C2C1 ((RS)-2-hydroxymethylindoline). Yield: 64.3%. As a reaction SMILES: [NH:1]1[C:9]2[C:4](=[CH:5][CH:6]=[CH:7][CH:8]=2)[CH2:3][CH:2]1[C:10](O)=[O:11].[H-].[Al+3].[Li+].[H-].[H-].[H-].C(O)C.Cl>O1CCCC1>[OH:11][CH2:10][CH:2]1[CH2:3][C:4]2[C:9](=[CH:8][CH:7]=[CH:6][CH:5]=2)[NH:1]1 |f:1.2.3.4.5.6|. Procedure details: To a solution of (RS)-indoline-2-carboxylic acid (8.16 g, 50 mmol) in tetrahydrofuran (50 ml) was added under ice-cooling lithium aluminum hydride (5.7 g, 150 mmol) and the mixture was stirred at 60° C. for 18 h. The reaction mixture was stirred under ice-cooling and ethanol and 1N hydrochloric acid were added. The precipitate was filtered off and the mother liquor was washed with saturated brine and dried over anhydrous sodium sulfate. The solvent was evaporated under reduced pressure and the o... The reactants are CS(=O)C.O (DMSO water), BrC=1C(=CC(=C(C(C#N)C2=NC=CC=C2OCC2=CC=CC=C2)C1)OCOC)F (2-(5-bromo-α-cyano-4-fluoro-2-methoxymethoxybenzyl)-3-benzyloxypyridine). Run in CN(C)C=O (DMF). The product is BrC=1C(=CC(=C(C(=O)C2=NC=CC=C2OCC2=CC=CC=C2)C1)OCOC)F (2-(5-bromo-4-fluoro-2-methoxymethoxybenzoyl)-3-benzyloxypyridine). Reaction SMILES: CS(C)=O.[OH2:5].[Br:6][C:7]1[C:8]([F:34])=[CH:9][C:10]([O:30][CH2:31][O:32][CH3:33])=[C:11]([CH:29]=1)[CH:12]([C:15]1[C:20]([O:21][CH2:22][C:23]2[CH:28]=[CH:27][CH:26]=[CH:25][CH:24]=2)=[CH:19][CH:18]=[CH:17][N:16]=1)C#N>CN(C=O)C>[Br:6][C:7]1[C:8]([F:34])=[CH:9][C:10]([O:30][CH2:31][O:32][CH3:33])=[C:11]([CH:29]=1)[C:12]([C:15]1[C:20]([O:21][CH2:22][C:23]2[CH:28]=[CH:27][CH:26]=[CH:25][CH:24]=2)=[CH:19][CH:18]=[CH:17][N:16]=1)=[O:5] |f:0.1|. Reported procedure: By using DMSO/water (10:1), in place of DMF in Reference Example 40, 2-(5-bromo-α-cyano-4-fluoro-2-methoxymethoxybenzyl)-3-benzyloxypyridine (2.53 g) was subjected to oxidative decyanation to afford 2-(5-bromo-4-fluoro-2-methoxymethoxybenzoyl)-3-benzyloxypyridine (2.46 g) (Compound F-9). Physico-chemical properties and spectrum data are shown in Table 22 and Table 23. Reactants: ClC(C)Cl (dichloroethane), ClC=1C=C(C(=O)Cl)C=C(C1)Cl (3,5-dichlorobenzoyl chloride), O1OOCCC1 (trioxane). Reagents/catalysts: [Cl-].[Cl-].[Cl-].[Cl-].[Zr+4] (zirconium tetrachloride). The solvent is O (Water). Conditions: time 15 minute. Product: ClC=1C=C(C(=O)OCCl)C=C(C1)Cl (chloromethyl 3,5-dichlorobenzoate). RXN SMILES: Cl[CH:2]([Cl:4])C.[Cl:5][C:6]1[CH:7]=[C:8]([CH:12]=[C:13]([Cl:15])[CH:14]=1)[C:9](Cl)=[O:10].[O:16]1CCCOO1>[Cl-].[Cl-].[Cl-].[Cl-].[Zr+4].O>[Cl:5][C:6]1[CH:7]=[C:8]([CH:12]=[C:13]([Cl:15])[CH:14]=1)[C:9]([O:16][CH2:2][Cl:4])=[O:10] |f:3.4.5.6.7|. Reported procedure: To 10 ml of dichloroethane were added 1 g of zirconium tetrachloride and 1 g of 3,5-dichlorobenzoyl chloride, and the mixture was stirred at room temperature for 15 minutes. The mixture was cooled to 0° C., 0.16 g of trioxane was added, and the mixture was stirred for 1 hour, and further stirred at room temperature for 2 hours. Water was added slowly at 0° C., the resultant solution was extracted with chloroform three times, and the organic layers were combined, washed with an aqueous saturated ... Starting materials: COC1=C(CNC=2C=C3COC(C3=CC2)=C2C(NC3=CC=CC=C23)=O)C=CC(=C1)OC (3-[5-(2,4-dimethoxy-benzylamino)-3H-isobenzofuran-1-ylidene]-1,3-dihydro-indol-2-one), ICCN1CCOCC1 (4-(2-iodo-ethyl)-morpholine), C(C)(C)N(C(C)C)CC (N,N-diisopropylethylamine). Reagents/catalysts: [O-]S(=O)(=O)C(F)(F)F.[Ag+] (silver triflate). Run in O1CCOCC1 (1,4-dioxane). Run at temperature 85 celsius. The product is COC1=C(CN(C=2C=C3COC(C3=CC2)=C2C(NC3=CC=CC=C23)=O)CCN2CCOCC2)C=CC(=C1)OC (3-{5-[(2,4-Dimethoxy-benzyl)-(2-morpholin-4-yl-ethyl)-amino]-3H-isobenzofuran-1-ylidene}-1,3-dihydro-indol-2-one). RXN SMILES: [CH3:1][O:2][C:3]1[CH:29]=[C:28]([O:30][CH3:31])[CH:27]=[CH:26][C:4]=1[CH2:5][NH:6][C:7]1[CH:8]=[C:9]2[C:13](=[CH:14][CH:15]=1)[C:12](=[C:16]1[C:24]3[C:19](=[CH:20][CH:21]=[CH:22][CH:23]=3)[NH:18][C:17]1=[O:25])[O:11][CH2:10]2.I[CH2:33][CH2:34][N:35]1[CH2:40][CH2:39][O:38][CH2:37][CH2:36]1.C(N(CC)C(C)C)(C)C>O1CCOCC1.[O-]S(C(F)(F)F)(=O)=O.[Ag+]>[CH3:1][O:2][C:3]1[CH:29]=[C:28]([O:30][CH3:31])[CH:27]=[CH:26][C:4]=1[CH2:5][N:6]([CH2:33][CH2:34][N:35]1[CH2:40][CH2:39][O:38][CH2:37][CH2:36]1)[C:7]1[CH:8]=[C:9]2[C:13](=[CH:14][CH:15]=1)[C:12](=[C:16]1[C:24]3[C:19](=[CH:20][CH:21]=[CH:22][CH:23]=3)[NH:18][C:17]1=[O:25])[O:11][CH2:10]2 |f:4.5|. Reported procedure: A mixture of 3-[5-(2,4-dimethoxy-benzylamino)-3H-isobenzofuran-1-ylidene]-1,3-dihydro-indol-2-one (100 mg, 0.24 mmol), 4-(2-iodo-ethyl)-morpholine (90 mg, 0.37 mmol), N,N-diisopropylethylamine (63 mg, 0.49 mmol) and silver triflate (75 mg (0.29 mmol) in 1,4-dioxane (5 ml) was heated at 85° C. under nitrogen for 16 hours. Purification of the mixture by silica gel chromatography, eluted with a gradient of MeOH in CHCl3 led to 3-{5-[(2,4-dimethoxy-benzyl)-(2-morpholin-4-yl-ethyl)-amino]-3H-isobenzo...